This data is from the Open Reaction Database (ORD), a public repository of structured organic reaction records. The task is: describe an organic reaction: reactants, conditions, products, and yield Reactants: TEA, CS(=O)(=O)Cl (methanesulfonyl chloride), COC(\C=C\C=1C=C2C(CC3(CCN(CC3)C(=O)OC(C)(C)C)OC2=CC1)=O)=O ((E)-3-{1′-tert-butoxycarbonyl-4-oxo-spiro[chromane-2,4′-piperidine]-6-yl}-acrylic acid methyl ester), COC(\C=C\C=1C=C2C(CC3(CCN(CC3)C(=O)OC(C)(C)C)OC2=CC1)=O)=O ((E)-3-{1′-tert-butoxycarbonyl-4-oxo-spiro[chromane-2,4′-piperidine]-6-yl}-acrylic acid methyl ester). Solvent: C(Cl)Cl (DCM). Run at time 8 hour. Product: COC(\C=C\C=1C=C2C(CC3(CCN(CC3)S(=O)(=O)C)OC2=CC1)=O)=O ((E)-3-{1′-methanesulfonyl-4-oxo-spiro[chromane-2,4′-piperidine]-6-yl}-acrylic acid methyl ester). The yield is 97.0%. As a reaction SMILES: [CH3:1][S:2](Cl)(=[O:4])=[O:3].[CH3:6][O:7][C:8](=[O:34])/[CH:9]=[CH:10]/[C:11]1[CH:12]=[C:13]2[C:30](=[CH:31][CH:32]=1)[O:29][C:16]1([CH2:21][CH2:20][N:19](C(OC(C)(C)C)=O)[CH2:18][CH2:17]1)[CH2:15][C:14]2=[O:33]>C(Cl)Cl>[CH3:6][O:7][C:8](=[O:34])/[CH:9]=[CH:10]/[C:11]1[CH:12]=[C:13]2[C:30](=[CH:31][CH:32]=1)[O:29][C:16]1([CH2:17][CH2:18][N:19]([S:2]([CH3:1])(=[O:4])=[O:3])[CH2:20][CH2:21]1)[CH2:15][C:14]2=[O:33]. Procedure: TEA (0.185 ml, 1.33 mmol) and methanesulfonyl chloride (0.067 ml, 0.88 mmol) were added to a suspension of (E)-3-{4-oxo-spiro[chromane-2,4′-piperidine]-6-yl}-acrylic acid methyl ester hydrochloride (150 mg, 0.44 mmol, Intermediate 1) in DCM (3 ml), and the mixture was stirred at RT overnight. The solvent was removed under vacuum and the residue was purified by column chromatography (eluent: DCM/MeOH 97:3) to give (E)-3-{1′-methanesulfonyl-4-oxo-spiro[chromane-2,4′-piperidine]-6-yl}-acrylic acid ... Reaction SMILES: [CH3:35][N:36]1[CH2:37][CH2:38][O:39][CH2:40][CH2:41]1.[CH3:47][N:48]([CH3:49])[CH:50]=[O:51].[Cl:24][c:25]1[cH:26][c:27]([N:32]=[C:33]=[O:34])[cH:28][cH:29][c:30]1[Cl:31].[ClH:1].[ClH:2].[Na+:42].[OH:3][CH:4]1[C:5]2([CH2:6][CH2:7]2)[CH2:8][CH2:9][N:10]([CH2:12][CH2:13][CH2:14][N:15]2[CH2:16][CH:17]([CH3:23])[NH:18][CH2:19][CH2:20][C:21]2=[O:22])[CH2:11]1.[OH:43][C:44](=[O:45])[O-:46]>>[OH:3][CH:4]1[C:5]2([CH2:6][CH2:7]2)[CH2:8][CH2:9][N:10]([CH2:12][CH2:13][CH2:14][N:15]2[CH2:16][CH:17]([CH3:23])[N:18]([C:33]([NH:32][c:27]3[cH:26][c:25]([Cl:24])[c:30]([Cl:31])[cH:29][cH:28]3)=[O:34])[CH2:19][CH2:20][C:21]2=[O:22])[CH2:11]1. Product: CC1CN(CCCN2CCC3(CC3)C(O)C2)C(=O)CCN1C(=O)Nc1ccc(Cl)c(Cl)c1. The reactants are CN1CCOCC1, CN(C)C=O, O=C=Nc1ccc(Cl)c(Cl)c1, Cl, Cl, [Na+], CC1CN(CCCN2CCC3(CC3)C(O)C2)C(=O)CCN1, O=C([O-])O. Starting materials: CC1(COC2(OC1)CCC(CC2)(O)CCN[C@@H](C)C2=CC=C(C=C2)OC(F)(F)F)C (3,3-dimethyl-9-{2-[(S)-1-(4-trifluoromethoxy-phenyl)-ethylamino]-ethyl}-1,5-dioxa-spiro[5.5]undecan-9-ol), ClC(Cl)(OC(OC(Cl)(Cl)Cl)=O)Cl (triphosgene), crude product, CC1(COC2(CCC3(CCN(C(O3)=O)[C@@H](C)C3=CC=C(C=C3)OC(F)(F)F)CC2)OC1)C (12,12-dimethyl-3-[(S)-1-(4-trifluoromethoxy-phenyl)-ethyl]-1,10,14-trioxa-3-aza-dispiro[5.2.5.2]hexadecan-2-one), Intermediate 2, Intermediate 2. The product is FC(OC1=CC=C(C=C1)[C@H](C)N1C(OC2(CC1)CCC(CC2)=O)=O)(F)F (3-[(S)-1-(4-Trifluoromethoxy-phenyl)-ethyl]-1-oxa-3-aza-spiro[5.5]undecane-2,9-dione). Reaction SMILES: CC1(C)COC2(CCC(CCN[C@H](C3C=CC(OC(F)(F)F)=CC=3)C)(O)CC2)OC1.ClC(Cl)(OC(=O)OC(Cl)(Cl)Cl)Cl.CC1(C)CO[C:47]2([CH2:71][CH2:70][C:50]3([O:55][C:54](=[O:56])[N:53]([C@H:57]([C:59]4[CH:64]=[CH:63][C:62]([O:65][C:66]([F:69])([F:68])[F:67])=[CH:61][CH:60]=4)[CH3:58])[CH2:52][CH2:51]3)[CH2:49][CH2:48]2)[O:46]C1>>[F:69][C:66]([F:67])([F:68])[O:65][C:62]1[CH:63]=[CH:64][C:59]([C@@H:57]([N:53]2[CH2:52][CH2:51][C:50]3([CH2:49][CH2:48][C:47](=[O:46])[CH2:71][CH2:70]3)[O:55][C:54]2=[O:56])[CH3:58])=[CH:60][CH:61]=1. Procedure details: The title compound is prepared from 3,3-dimethyl-9-{2-[(S)-1-(4-trifluoromethoxy-phenyl)-ethylamino]-ethyl}-1,5-dioxa-spiro[5.5]undecan-9-ol and triphosgene following a procedure analogous to that described in Step 4 of Intermediate 2; the crude product, a mixture of the title compound and 12,12-dimethyl-3-[(S)-1-(4-trifluoromethoxy-phenyl)-ethyl]-1,10,14-trioxa-3-aza-dispiro[5.2.5.2]hexadecan-2-one, obtained after that is treated as described in Step 10 of Intermediate 2 to convert the intermed... The reactants are C(C)(C)N1CCC(CC1)=O (1-isopropyl-4-piperidinone), C(C)(=O)O (acetic acid), COC=1C=C(CN)C=CC1OC (3,4-dimethoxybenzylamine), C=O (paraformaldehyde), C(C)(=O)O (acetic acid). Solvent: CO (CH3OH), O (H2O), CO (CH3OH). Run at time 20 minute. The product is COC=1C=C(CN2CC3CN(CC(C2)C3=O)C(C)C)C=CC1OC (3-(3',4'-Dimethoxybenzyl)-7-isopropyl-3,7-diazabicyclo[3.3.1]nonan-9-one). RXN SMILES: [CH3:1][O:2][C:3]1[CH:4]=[C:5]([CH:8]=[CH:9][C:10]=1[O:11][CH3:12])[CH2:6][NH2:7].[CH2:13]=O.[C:15]([OH:18])(=O)[CH3:16].[CH:19]([N:22]1[CH2:27]C[C:25](=O)[CH2:24][CH2:23]1)([CH3:21])[CH3:20]>CO.O>[CH3:1][O:2][C:3]1[CH:4]=[C:5]([CH:8]=[CH:9][C:10]=1[O:11][CH3:12])[CH2:6][N:7]1[CH2:25][CH:24]2[C:15](=[O:18])[CH:16]([CH2:27][N:22]([CH:19]([CH3:21])[CH3:20])[CH2:23]2)[CH2:13]1. Procedure details: A 200-mL, three-necked, round-bottomed flask was equipped with a magnetic stirrer, a heating mantle, a standard condenser with a N2 inlet, a 50-mL addition funnel, and a glass stopper. A mixture containing 3,4-dimethoxybenzylamine (8.36 g, 50 mmol), paraformaldehyde (3.15 g, 105 mmol) and CH3OH (35 mL) was made acidic with the addition of glacial acetic acid (3.0 g, 50 mmol). Stirring the mixture under N2 for 20 min was followed by the dropwise addition of 1-isopropyl-4-piperidinone (42, 7.06 g,... Yields the product COC(=O)CN=C(c1ccccc1)c1ccccc1. Reactants: COC(=O)CN, Cc1ccccc1, CCN(C(C)C)C(C)C, Cl, O=C(c1ccccc1)c1ccccc1. As a reaction SMILES: [CH3:16][O:17][C:18]([CH2:19][NH2:20])=[O:21].[CH3:31][c:32]1[cH:33][cH:34][cH:35][cH:36][cH:37]1.[CH:22]([N:23]([CH2:24][CH3:25])[CH:26]([CH3:27])[CH3:28])([CH3:29])[CH3:30].[ClH:15].[O:1]=[C:2]([c:3]1[cH:4][cH:5][cH:6][cH:7][cH:8]1)[c:9]1[cH:10][cH:11][cH:12][cH:13][cH:14]1>>[C:2]([c:3]1[cH:4][cH:5][cH:6][cH:7][cH:8]1)([c:9]1[cH:10][cH:11][cH:12][cH:13][cH:14]1)=[N:20][CH2:19][C:18]([O:17][CH3:16])=[O:21]. Reactants: FC=1C=C(C#N)C=CC1 (m-fluorobenzonitrile), C(C)(C)(C)O (t-butanol), C(C)#N (acetonitrile), [H-].[Na+] (sodium hydride). Run in CCOCC (ether), O (water), CO (Methanol). Product: FC=1C=C(C(=N)CC#N)C=CC1 (m-Fluorobenzimidoylacetonitrile). RXN SMILES: [F:1][C:2]1[CH:3]=[C:4]([CH:7]=[CH:8][CH:9]=1)[C:5]#[N:6].[C:10](#[N:12])[CH3:11].[H-].[Na+].C(O)(C)(C)C>O.CO.CCOCC>[F:1][C:2]1[CH:3]=[C:4]([CH:7]=[CH:8][CH:9]=1)[C:5]([CH2:11][C:10]#[N:12])=[NH:6] |f:2.3|. Procedure details: A 1.21 g. portion of m-fluorobenzonitrile, 0.52 ml. of acetonitrile, 0.5 g. of sodium hydride and 0.1 ml. of t-butanol are added to 25 ml. of ether. The mixture is refluxed on a steam bath for one hour. Methanol and water are added. The layers are separated and the aqueous layer is extracted with two 25 ml. portions of ether. The combined ether layers are dried over sodium sulfate, passed through diatomaceous earth, diluted with hexanes and evaporated on a steam bath. The resulting oil is chroma... Starting materials: C(C=C)#N (acrylonitrile), N(=O)[O-].[Na+] (sodium nitrite), NC1=CC=CC=C1 (aniline), Cl (hydrochloric acid), Cl.NC1=CC=CC=C1 (aniline hydrochloride), cuprous oxide. Solvent: CO (methanol), O (water). The product is ClC(C#N)CC1=CC=CC=C1 (α-chloro-β-phenylpropionitrile). The yield is 88.0%. RXN SMILES: N[C:2]1[CH:7]=[CH:6][CH:5]=[CH:4][CH:3]=1.[ClH:8].Cl.[NH2:10][C:11]1C=CC=[CH:13][CH:12]=1.N([O-])=O.[Na+].C(#N)C=C>O.CO>[Cl:8][CH:12]([CH2:13][C:2]1[CH:7]=[CH:6][CH:5]=[CH:4][CH:3]=1)[C:11]#[N:10] |f:2.3,4.5|. Procedure: 55.8 g (0.6 mol) of aniline and 200 ml of a 25% hydrochloric acid aqueous solution were mixed to obtain a suspension of aniline hydrochloride. While cooling this solution to a temperature of from 0° to 10° C. from outside and stirring it, a solution prepared by dissolving 42.5 g (0.615 mol) of sodium nitrite in 85 ml of distilled water, was dropwise added over a period of about 4 hours. After the completion of the dropwise addition, the reaction mixture was stirred for about 1 hour at a temperat... Reactants: FC=1C(=C(C=O)C=C(C1)[N+](=O)[O-])O (3-Fluoro-2-hydroxy-5-nitrobenzaldehyde), CN (methylamine), [BH4-].[Na+] (sodium borohydride). Run in CO (MeOH). Run at time 1 hour. Product: FC1=C(C(=CC(=C1)[N+](=O)[O-])CNC)O (2-Fluoro-6-((methylamino)methyl)-4-nitrophenol). Isolated yield 132.5%. As a reaction SMILES: [F:1][C:2]1[C:3]([OH:13])=[C:4]([CH:7]=[C:8]([N+:10]([O-:12])=[O:11])[CH:9]=1)[CH:5]=O.[CH3:14][NH2:15].[BH4-].[Na+]>CO>[F:1][C:2]1[CH:9]=[C:8]([N+:10]([O-:12])=[O:11])[CH:7]=[C:4]([CH2:5][NH:15][CH3:14])[C:3]=1[OH:13] |f:2.3|. Reported procedure: To a solution of 17C (2.65 g, 14.32 mmol) in MeOH (100 mL), methylamine (33% in EtOH, 1.960 mL, 15.75 mmol) was added dropwise and stirred rt for 1 h. The reaction mixture was cooled to 0° C., sodium borohydride (0.596 g, 15.75 mmol) was added portionwise and the mixture was stirred at rt for 1 h. The reaction was quenched with 0.5 N HCl, extracted with EtOAc (3×20 mL), washed with water, brine, dried (Na2SO4). EtOAc was removed under reduced pressure and the residue was purified by flash chroma... Starting materials: O=C(n1ccnc1)n1ccnc1, CCS(N)(=O)=O, CN(C)C=O, CC1(C)Cc2cc(C(=O)O)ccc2NC1c1cccc(N2CCOCC2)c1, [H-], [Na+]. The product is CCS(=O)(=O)NC(=O)c1ccc2c(c1)CC(C)(C)C(c1cccc(N3CCOCC3)c1)N2. As a reaction SMILES: [C:36]([n:37]1[cH:38][cH:39][n:40][cH:41]1)([n:42]1[cH:43][cH:44][n:45][cH:46]1)=[O:47].[CH2:3]([CH3:4])[S:5](=[O:6])(=[O:7])[NH2:8].[CH3:48][N:49]([CH3:50])[CH:51]=[O:52].[CH3:9][C:10]1([CH3:35])[CH:11]([c:23]2[cH:24][c:25]([N:29]3[CH2:30][CH2:31][O:32][CH2:33][CH2:34]3)[cH:26][cH:27][cH:28]2)[NH:12][c:13]2[cH:14][cH:15][c:16]([C:20](=[O:21])[OH:22])[cH:17][c:18]2[CH2:19]1.[H-:1].[Na+:2]>>[CH2:3]([CH3:4])[S:5](=[O:6])(=[O:7])[NH:8][C:20]([c:16]1[cH:15][cH:14][c:13]2[c:18]([cH:17]1)[CH2:19][C:10]([CH3:9])([CH3:35])[CH:11]([c:23]1[cH:24][c:25]([N:29]3[CH2:30][CH2:31][O:32][CH2:33][CH2:34]3)[cH:26][cH:27][cH:28]1)[NH:12]2)=[O:21]. Starting materials: COC(=O)C=1C(C(=C(NC1C)C)C(=O)OCCOC1=CC=C(C=C1)OCCN)C1=CC(=CC=C1)[N+](=O)[O-] (1,4-dihydro-2,6-dimethyl-4-(m-nitrophenyl)-pyridine-3,5-dicarboxylic acid 3-{2-[p-(2-aminoethoxy)-phenoxy]-ethyl}-ester 5-methyl ester), O1C(COC2=C(C#N)C=CC=C2)C1 (2-(2,3-epoxypropoxy)-benzonitrile). The solvent is C(C)(C)O (isopropanol). Yields the product COC(=O)C=1C(C(=C(NC1C)C)C(=O)OCCOC1=CC=C(C=C1)OCCNCC(COC1=C(C=CC=C1)C#N)O)C1=CC(=CC=C1)[N+](=O)[O-] (1,4-dihydro-2,6-dimethyl-4-(m-nitrophenyl)-pyridine-3,5-dicarboxylic acid 3-{{{2-{{p-{2-[3-(o-cyanophenoxy)-2-hydroxypropylamino]-ethoxy}-phenoxy}}-ethyl}}}-ester 5-methyl ester). RXN SMILES: [CH3:1][O:2][C:3]([C:5]1[CH:6]([C:29]2[CH:34]=[CH:33][CH:32]=[C:31]([N+:35]([O-:37])=[O:36])[CH:30]=2)[C:7]([C:13]([O:15][CH2:16][CH2:17][O:18][C:19]2[CH:24]=[CH:23][C:22]([O:25][CH2:26][CH2:27][NH2:28])=[CH:21][CH:20]=2)=[O:14])=[C:8]([CH3:12])[NH:9][C:10]=1[CH3:11])=[O:4].[O:38]1[CH2:50][CH:39]1[CH2:40][O:41][C:42]1[CH:49]=[CH:48][CH:47]=[CH:46][C:43]=1[C:44]#[N:45]>C(O)(C)C>[CH3:1][O:2][C:3]([C:5]1[CH:6]([C:29]2[CH:34]=[CH:33][CH:32]=[C:31]([N+:35]([O-:37])=[O:36])[CH:30]=2)[C:7]([C:13]([O:15][CH2:16][CH2:17][O:18][C:19]2[CH:24]=[CH:23][C:22]([O:25][CH2:26][CH2:27][NH:28][CH2:50][CH:39]([OH:38])[CH2:40][O:41][C:42]3[CH:49]=[CH:48][CH:47]=[CH:46][C:43]=3[C:44]#[N:45])=[CH:21][CH:20]=2)=[O:14])=[C:8]([CH3:12])[NH:9][C:10]=1[CH3:11])=[O:4]. Procedure: A solution of 3.5 g (6.8 mmol) of 1,4-dihydro-2,6-dimethyl-4-(m-nitrophenyl)-pyridine-3,5-dicarboxylic acid 3-{2-[p-(2-aminoethoxy)-phenoxy]-ethyl}-ester 5-methyl ester and 1.55 g (8.9 mmol) of 2-(2,3-epoxypropoxy)-benzonitrile in 20 ml of isopropanol is heated under reflux for 2 hours. The oil obtained after concentration by evaporation (approximately 6 g) is purified by "flash" chromatography analogously to Example 1 and yields 1,4-dihydro-2,6-dimethyl-4-(m-nitrophenyl)-pyridine-3,5-dicarboxyl...